Task: describe an organic reaction: reactants, conditions, products, and yield. Dataset: the Open Reaction Database (ORD), a public repository of structured organic reaction records The reactants are BrC1=C(C=C(C=C1)C(CCl)=O)Cl (1-(4-bromo-3-chlorophenyl)-2-chloroethanone), [BH4-].[Na+] (NaBH4), CC(C)(C)OC (TBME), C[O-].[Na+] (Sodium methoxide). Run in C(C)O (ethanol). Reaction conditions: time 90 minute. Product: BrC1=C(C=C(C=C1)C1OC1)Cl ((RS)-2-(4-bromo-3-chlorophenyl)oxirane). Yield: 94.8%. As a reaction SMILES: [Br:1][C:2]1[CH:7]=[CH:6][C:5]([C:8](=[O:11])[CH2:9]Cl)=[CH:4][C:3]=1[Cl:12].[BH4-].[Na+].C[O-].[Na+].CC(OC)(C)C>C(O)C>[Br:1][C:2]1[CH:7]=[CH:6][C:5]([CH:8]2[CH2:9][O:11]2)=[CH:4][C:3]=1[Cl:12] |f:1.2,3.4|. Procedure details: To a stirred solution of 1-(4-bromo-3-chlorophenyl)-2-chloroethanone (18.4 g) in ethanol (200 ml) at 5° C. was added portionwise over 5 min NaBH4 (2.23 g). The reaction mixture was then stirred at room temperature for 90 min to afford a light yellow solution. TLC analysis showed the reaction was complete. Sodium methoxide (1.59 g) was then added and the reaction mixture was stirred at 50° C. for 4 h. TLC analysis showed the reaction was complete. The reaction mixture was then poured into TBME an... The reactants are N1CCOCC1 (morpholine), S1C(=CC=C1)CC(=O)NC1[C@@H]2N(C(C(=CS2)N=C=O)C(=O)OC(C)(C)C)C1=O (tert-butyl 7-(2-thienylacetamido)-3-isocyanato-2-cephem-4-carboxylate). Product: S1C(=CC=C1)CC(=O)NC1[C@@H]2N(C(=C(CS2)NC(=O)N2CCOCC2)C(=O)OC(C)(C)C)C1=O (tert-butyl 7 -(2-thienylacetamido)-3-morpholinocarbonylamino-3-cephem-4-carboxylate). RXN SMILES: [NH:1]1[CH2:6][CH2:5][O:4][CH2:3][CH2:2]1.[S:7]1[CH:11]=[CH:10][CH:9]=[C:8]1[CH2:12][C:13]([NH:15][CH:16]1[C:33](=[O:34])[N:18]2[CH:19]([C:26]([O:28][C:29]([CH3:32])([CH3:31])[CH3:30])=[O:27])[C:20]([N:23]=[C:24]=[O:25])=[CH:21][S:22][C@H:17]12)=[O:14]>>[S:7]1[CH:11]=[CH:10][CH:9]=[C:8]1[CH2:12][C:13]([NH:15][CH:16]1[C:33](=[O:34])[N:18]2[C:19]([C:26]([O:28][C:29]([CH3:30])([CH3:31])[CH3:32])=[O:27])=[C:20]([NH:23][C:24]([N:1]3[CH2:6][CH2:5][O:4][CH2:3][CH2:2]3)=[O:25])[CH2:21][S:22][C@H:17]12)=[O:14]. Procedure details: Benzhydryl 7-phenylacetamido-3-isocyanato-2-cephem-4-carboxylate reacts with 2 equivalents of isopropylamine in tetrahydrofuran at 0° for approximately 1 hour to provide benzhydryl 7-phenylacetamido-3-isopropylureido-3-cephem-4-carboxylate. Likewise morpholine reacts under similar conditions with tert-butyl 7-(2-thienylacetamido)-3-isocyanato-2-cephem-4-carboxylate to provide tert-butyl 7 -(2-thienylacetamido)-3-morpholinocarbonylamino-3-cephem-4-carboxylate. When 4'-methoxybenzyl 7-(tert-butoxy... Reactants: CC#N, O=c1cc(CCl)nc2ccccn12, O=C1CCC(=O)N1I. Product: O=c1c(I)c(CCl)nc2ccccn12. Reaction SMILES: [CH3:22][C:23]#[N:24].[Cl:1][CH2:2][c:3]1[n:4][c:5]2[n:6]([c:7](=[O:9])[cH:8]1)[cH:10][cH:11][cH:12][cH:13]2.[I:14][N:15]1[C:16](=[O:17])[CH2:18][CH2:19][C:20]1=[O:21]>>[Cl:1][CH2:2][c:3]1[n:4][c:5]2[n:6]([c:7](=[O:9])[c:8]1[I:14])[cH:10][cH:11][cH:12][cH:13]2. Reactants: [Al+3], CC(=O)Cl, [Cl-], [Cl-], [Cl-], O=C1Cc2ccccc2N1CC(F)(F)F, S=C=S. Product: CC(=O)c1ccc2c(c1)CC(=O)N2CC(F)(F)F. RXN SMILES: [Al+3:23].[CH3:16][C:17]([Cl:18])=[O:19].[Cl-:20].[Cl-:21].[Cl-:22].[F:1][C:2]([CH2:3][N:4]1[C:5](=[O:13])[CH2:6][c:7]2[cH:8][cH:9][cH:10][cH:11][c:12]21)([F:14])[F:15].[S:24]=[C:25]=[S:26]>>[F:1][C:2]([CH2:3][N:4]1[C:5](=[O:13])[CH2:6][c:7]2[cH:8][c:9]([C:17]([CH3:16])=[O:19])[cH:10][cH:11][c:12]21)([F:14])[F:15]. The reactants are substituted benzyl amines, C(=O)([O-])[O-].[Na+].[Na+] (Na2CO3), N1[C@H](CCCC1)C(=O)N[C@@H](C)C1=CC=C(C(=O)OC)C=C1 (methyl 4-((S)-1-((R)-piperidine-2-carboxamido)ethyl)benzoate), FC=1C=C(CBr)C=CC1 (3-fluorobenzyl bromide). Yields the product FC=1C=C(CN2[C@H](CCCC2)C(=O)N[C@@H](C)C2=CC=C(C(=O)OC)C=C2)C=CC1 (methyl 4-((S)-1-((R)-1-(3-fluorobenzyl)piperidine-2-carboxamido)ethyl)benzoate). The yield is 59.0%. Reaction SMILES: [NH:1]1[CH2:6][CH2:5][CH2:4][CH2:3][C@@H:2]1[C:7]([NH:9][C@H:10]([C:12]1[CH:21]=[CH:20][C:15]([C:16]([O:18][CH3:19])=[O:17])=[CH:14][CH:13]=1)[CH3:11])=[O:8].[F:22][C:23]1[CH:24]=[C:25]([CH:28]=[CH:29][CH:30]=1)[CH2:26]Br.C([O-])([O-])=O.[Na+].[Na+]>>[F:22][C:23]1[CH:24]=[C:25]([CH:28]=[CH:29][CH:30]=1)[CH2:26][N:1]1[CH2:6][CH2:5][CH2:4][CH2:3][C@@H:2]1[C:7]([NH:9][C@H:10]([C:12]1[CH:13]=[CH:14][C:15]([C:16]([O:18][CH3:19])=[O:17])=[CH:20][CH:21]=1)[CH3:11])=[O:8] |f:2.3.4|. Procedure: The title compound (D23) (40 mg) was prepared according to the general procedure for substituted benzyl amines preparation starting from methyl 4-((S)-1-((R)-piperidine-2-carboxamido)ethyl)benzoate (D12) (50 mg, 0.17 mmol) and 3-fluorobenzyl bromide (0.042 ml, 0.34 mmol). (Na2CO3: 2.5 eq; reaction time: 3 hrs; 60° C.) Starting materials: BrC1=CC(=C(C=C1)Cl)OC1CC1 (4-bromo-1-chloro-2-cyclopropoxy-benzene), FC(C=1C=CC(=NC1)CCN)(F)F (2-(5-trifluoromethyl-pyridin-2-yl)-ethylamine). The product is ClC1=C(C=C(C=C1)NCCC1=NC=C(C=C1)C(F)(F)F)OC1CC1 ((4-chloro-3-cyclopropoxy-phenyl)-[2-(5-trifluoromethyl-pyridin-2-yl)-ethyl]-amine). Reaction SMILES: Br[C:2]1[CH:7]=[CH:6][C:5]([Cl:8])=[C:4]([O:9][CH:10]2[CH2:12][CH2:11]2)[CH:3]=1.[F:13][C:14]([F:25])([F:24])[C:15]1[CH:16]=[CH:17][C:18]([CH2:21][CH2:22][NH2:23])=[N:19][CH:20]=1>>[Cl:8][C:5]1[CH:6]=[CH:7][C:2]([NH:23][CH2:22][CH2:21][C:18]2[CH:17]=[CH:16][C:15]([C:14]([F:25])([F:13])[F:24])=[CH:20][N:19]=2)=[CH:3][C:4]=1[O:9][CH:10]1[CH2:12][CH2:11]1. Procedure details: In analogy to the procedure described for the synthesis example 71 (step 1), the title compound (4-chloro-3-cyclopropoxy-phenyl)-[2-(5-trifluoromethyl-pyridin-2-yl)-ethyl]-amine (MS m/e: 357.1 [M+H]+) was prepared from (4-bromo-1-chloro-2-cyclopropoxy-benzene instead of 6-bromo-2,3-dihydro-benzofuran and 2-(5-trifluoromethyl-pyridin-2-yl)-ethylamine instead of 2-(6-trifluoromethyl-pyridin-3-yl)-ethylamine.